Task: describe an organic reaction: reactants, conditions, products, and yield. Dataset: the Open Reaction Database (ORD), a public repository of structured organic reaction records Starting materials: Cl.ClC=1C=C(C=CC1)N1CCNCC1 (1-(3-chlorophenyl)piperazine hydrocloride), N=1NC(N2C1C=CC=C2)=O.[Na] (sodium 1,2,4-triazolo[4,3-a]pyridin-3(2H)-one), BrCCCCCl (1-bromo-4-chlorobutane), C([O-])([O-])=O.[K+].[K+] (potassium carbonate). Solvent: C(Cl)(Cl)Cl (chloroform), C=1(C(=CC=CC1)C)C (xylene). Yields the product ClC=1C=C(C=CC1)N1CCN(CC1)CCCCN1N=C2N(C=CC=C2)C1=O (2-[4-[4-(3-Chlorophenyl)piperazin-1-yl]butyl]-1,2,4-triazolo[4,3-a]pyridin-3-(2H)-one). The yield is 43.0%. As a reaction SMILES: Cl.[Cl:2][C:3]1[CH:4]=[C:5]([N:9]2[CH2:14][CH2:13][NH:12][CH2:11][CH2:10]2)[CH:6]=[CH:7][CH:8]=1.Br[CH2:16][CH2:17][CH2:18][CH2:19]Cl.C(=O)([O-])[O-].[K+].[K+].[N:27]1[NH:28][C:29](=[O:36])[N:30]2[CH:35]=[CH:34][CH:33]=[CH:32][C:31]=12.[Na]>C(Cl)(Cl)Cl.C1(C)C(C)=CC=CC=1>[Cl:2][C:3]1[CH:4]=[C:5]([N:9]2[CH2:14][CH2:13][N:12]([CH2:16][CH2:17][CH2:18][CH2:19][N:28]3[C:29](=[O:36])[N:30]4[CH:35]=[CH:34][CH:33]=[CH:32][C:31]4=[N:27]3)[CH2:11][CH2:10]2)[CH:6]=[CH:7][CH:8]=1 |f:0.1,3.4.5,6.7,^1:36|. Procedure details: A mixture of 8.0 g. (0.0343 mole) of 1-(3-chlorophenyl)piperazine hydrocloride, 5.88 g. (0.0343 mole) of 1-bromo-4-chlorobutane, 9.48 g. (0.9686 mole) of finely powdered potassium carbonate, and 200 ml. of dry xylene was refluxed for 22 hr. To this mixture there was then added 5.39 g. (0.0343 mole) of sodium 1,2,4-triazolo[4,3-a]pyridin-3(2H)-one, and the resulting suspension was refluxed an additional 72 hr. The mixture was then cooled, diluted with 200 ml. of chloroform, stirred for 15 min. an... Reactants: N#Cc1cccnc1Cl, O=S(=O)(c1ccc2ccccc2c1)C1CCNCC1. Product: N#Cc1cccnc1N1CCC(S(=O)(=O)c2ccc3ccccc3c2)CC1. As a reaction SMILES: [Cl:20][c:21]1[n:22][cH:23][cH:24][cH:25][c:26]1[C:27]#[N:28].[cH:1]1[c:2]([S:11](=[O:12])(=[O:13])[CH:14]2[CH2:15][CH2:16][NH:17][CH2:18][CH2:19]2)[cH:3][cH:4][c:5]2[cH:6][cH:7][cH:8][cH:9][c:10]12>>[cH:1]1[c:2]([S:11](=[O:12])(=[O:13])[CH:14]2[CH2:15][CH2:16][N:17]([c:21]3[n:22][cH:23][cH:24][cH:25][c:26]3[C:27]#[N:28])[CH2:18][CH2:19]2)[cH:3][cH:4][c:5]2[cH:6][cH:7][cH:8][cH:9][c:10]12. Starting materials: BrCc1ccc(Br)cc1, O=C([O-])[O-], CN(C)C=O, [K+], [K+], c1c[nH]nn1. Yields the product Brc1ccc(Cn2nccn2)cc1. As a reaction SMILES: [Br:1][c:2]1[cH:3][cH:4][c:5]([CH2:8][Br:9])[cH:6][cH:7]1.[C:15](=[O:16])([O-:17])[O-:18].[CH3:21][N:22]([CH3:23])[CH:24]=[O:25].[K+:19].[K+:20].[nH:10]1[n:11][n:12][cH:13][cH:14]1>>[Br:1][c:2]1[cH:3][cH:4][c:5]([CH2:8][n:11]2[n:10][cH:14][cH:13][n:12]2)[cH:6][cH:7]1.